Dataset: the Open Reaction Database (ORD), a public repository of structured organic reaction records. Task: describe an organic reaction: reactants, conditions, products, and yield Reactants: CCOCCO, CCN(C(C)C)C(C)C, Clc1nccc2ccccc12, CCOC(=O)C(Cc1ccc(N)cc1)NC(=O)OC(C)(C)C. The product is CCOC(=O)C(Cc1ccc(Nc2nccc3ccccc23)cc1)NC(=O)OC(C)(C)C. Reaction SMILES: [CH3:43][CH2:44][O:45][CH2:46][CH2:47][OH:48].[CH:34]([N:35]([CH2:36][CH3:37])[CH:38]([CH3:39])[CH3:40])([CH3:41])[CH3:42].[Cl:23][c:24]1[n:25][cH:26][cH:27][c:28]2[cH:29][cH:30][cH:31][cH:32][c:33]12.[NH2:1][c:2]1[cH:3][cH:4][c:5]([CH2:8][CH:9]([C:10](=[O:11])[O:12][CH2:13][CH3:14])[NH:15][C:16](=[O:17])[O:18][C:19]([CH3:20])([CH3:21])[CH3:22])[cH:6][cH:7]1>>[NH:1]([c:2]1[cH:3][cH:4][c:5]([CH2:8][CH:9]([C:10](=[O:11])[O:12][CH2:13][CH3:14])[NH:15][C:16](=[O:17])[O:18][C:19]([CH3:20])([CH3:21])[CH3:22])[cH:6][cH:7]1)[c:24]1[n:25][cH:26][cH:27][c:28]2[cH:29][cH:30][cH:31][cH:32][c:33]12. Starting materials: [Li]CCCC, CCCCNCCCC, CC(C)CCCC1(C)OC1CO, C1CCOC1. Reaction SMILES: [CH2:1]([Li:2])[CH2:3][CH2:4][CH3:5].[CH2:6]([CH2:7][CH2:8][CH3:9])[NH:10][CH2:11][CH2:12][CH2:13][CH3:14].[O:15]1[CH:16]([CH2:17][OH:18])[C:19]1([CH2:20][CH2:21][CH2:22][CH:23]([CH3:24])[CH3:25])[CH3:26].[O:27]1[CH2:28][CH2:29][CH2:30][CH2:31]1>>[CH2:6]([CH2:7][CH2:8][CH3:9])[N:10]([CH2:11][CH2:12][CH2:13][CH3:14])[CH:16]([CH2:17][OH:18])[C:19]([OH:15])([CH2:20][CH2:21][CH2:22][CH:23]([CH3:24])[CH3:25])[CH3:26]. Yields the product CCCCN(CCCC)C(CO)C(C)(O)CCCC(C)C. The reactants are BrC1=C(C=C(CCNC(OC(C)(C)C)=O)C=C1)OC(F)(F)F (tert-butyl 4-bromo-3-(trifluoromethoxy)phenethylcarbamate), CN(C)C=O (DMF), C(O)([O-])=O.[Na+] (sodium hydrogen carbonate). Reagents/catalysts: [C-]#N.[Zn+2].[C-]#N (zinc cyanide), C=1C=CC(=CC1)[P](C=2C=CC=CC2)(C=3C=CC=CC3)[Pd]([P](C=4C=CC=CC4)(C=5C=CC=CC5)C=6C=CC=CC6)([P](C=7C=CC=CC7)(C=8C=CC=CC8)C=9C=CC=CC9)[P](C=1C=CC=CC1)(C=1C=CC=CC1)C=1C=CC=CC1 (tetrakis(triphenylphosphine)palladium). Conditions: temperature 160 celsius, time 1 hour. Yields the product C(#N)C1=C(C=C(CCNC(OC(C)(C)C)=O)C=C1)OC(F)(F)F (tert-butyl 4-Cyano-3-(trifluoromethoxy)phenethylcarbamate). The yield is 38.0%. Reaction SMILES: Br[C:2]1[CH:17]=[CH:16][C:5]([CH2:6][CH2:7][NH:8][C:9](=[O:15])[O:10][C:11]([CH3:14])([CH3:13])[CH3:12])=[CH:4][C:3]=1[O:18][C:19]([F:22])([F:21])[F:20].C(=O)([O-])O.[Na+].[CH3:28][N:29](C=O)C>[C-]#N.[Zn+2].[C-]#N.C1C=CC([P]([Pd]([P](C2C=CC=CC=2)(C2C=CC=CC=2)C2C=CC=CC=2)([P](C2C=CC=CC=2)(C2C=CC=CC=2)C2C=CC=CC=2)[P](C2C=CC=CC=2)(C2C=CC=CC=2)C2C=CC=CC=2)(C2C=CC=CC=2)C2C=CC=CC=2)=CC=1>[C:28]([C:2]1[CH:17]=[CH:16][C:5]([CH2:6][CH2:7][NH:8][C:9](=[O:15])[O:10][C:11]([CH3:14])([CH3:13])[CH3:12])=[CH:4][C:3]=1[O:18][C:19]([F:22])([F:21])[F:20])#[N:29] |f:1.2,4.5.6,^1:41,43,62,81|. Reported procedure: A mixture of tert-butyl 4-bromo-3-(trifluoromethoxy)phenethylcarbamate (460 mg, 1.2 mmol), zinc cyanide (463 mg, 1.56 mmol) and tetrakis(triphenylphosphine)palladium (69 mg, 0.06 mmol) in DMF (10 mL) was stirred at 160° C. for 1 h under nitrogen. The reaction was treated with saturated sodium hydrogen carbonate and extracted with ethyl acetate (30 mL×3). The combined organic layers were washed with brine, dried, concentrated and purified by preparative thin layer chromatography (2.9% MeOH in DCM...